Dataset: the Open Reaction Database (ORD), a public repository of structured organic reaction records. Task: describe an organic reaction: reactants, conditions, products, and yield The reactants are CC(=O)C(=O)OCC(C)C, [N-]=[N+]=Nc1ccc(N)cc1. Yields the product CC(C)COC(=O)C(C)Nc1ccc(N=[N+]=[N-])cc1. Reaction SMILES: [C:11]([C:12](=[O:13])[CH3:14])(=[O:15])[O:16][CH2:17][CH:18]([CH3:19])[CH3:20].[N:1](=[N+:2]=[N-:3])[c:4]1[cH:5][cH:6][c:7]([NH2:8])[cH:9][cH:10]1>>[N:1](=[N+:2]=[N-:3])[c:4]1[cH:5][cH:6][c:7]([NH:8][CH:12]([C:11](=[O:15])[O:16][CH2:17][CH:18]([CH3:19])[CH3:20])[CH3:14])[cH:9][cH:10]1.